This data is from the Open Reaction Database (ORD), a public repository of structured organic reaction records. The task is: describe an organic reaction: reactants, conditions, products, and yield The reactants are C1CCCC(N2CCNCC2)CC1, O=C(Cl)C1CC1c1ccccc1. Yields the product O=C(C1CC1c1ccccc1)N1CCN(C2CCCCCC2)CC1. RXN SMILES: [CH:13]1([N:20]2[CH2:21][CH2:22][NH:23][CH2:24][CH2:25]2)[CH2:14][CH2:15][CH2:16][CH2:17][CH2:18][CH2:19]1.[c:1]1([CH:7]2[CH:8]([C:10](=[O:11])[Cl:12])[CH2:9]2)[cH:2][cH:3][cH:4][cH:5][cH:6]1>>[c:1]1([CH:7]2[CH:8]([C:10](=[O:11])[N:23]3[CH2:22][CH2:21][N:20]([CH:13]4[CH2:14][CH2:15][CH2:16][CH2:17][CH2:18][CH2:19]4)[CH2:25][CH2:24]3)[CH2:9]2)[cH:2][cH:3][cH:4][cH:5][cH:6]1. Starting materials: S(=O)(=O)(C1=CC=C(C)C=C1)OCCCC1CCN(CC1)C1=CC=C(C=C1)[N+](=O)[O-] (4-tosyloxypropyl-N-(4-nitrophenyl)piperidine), N1(N=NC=C1)C(CC1CCN(CC1)C1=CC=C(C=C1)N)C (4-[2-(1,2,3-triazol-1-yl)-propyl]-N-(4-aminophenyl)piperidine). The product is N1(N=NC=C1)CCCC1CCN(CC1)C1=CC=C(C=C1)[N+](=O)[O-] (4-[3-(1,2,3-triazol-1-yl)-propyl]-N-(4-nitrophenyl)piperidine). RXN SMILES: S(O[CH2:12][CH2:13][CH2:14][CH:15]1[CH2:20][CH2:19][N:18]([C:21]2[CH:26]=[CH:25][C:24]([N+:27]([O-:29])=[O:28])=[CH:23][CH:22]=2)[CH2:17][CH2:16]1)(C1C=CC(C)=CC=1)(=O)=O.[N:30]1(C(C)CC2CCN(C3C=CC(N)=CC=3)CC2)[CH:34]=[CH:33][N:32]=[N:31]1>>[N:30]1([CH2:12][CH2:13][CH2:14][CH:15]2[CH2:16][CH2:17][N:18]([C:21]3[CH:22]=[CH:23][C:24]([N+:27]([O-:29])=[O:28])=[CH:25][CH:26]=3)[CH2:19][CH2:20]2)[CH:34]=[CH:33][N:32]=[N:31]1. Procedure details: Following the procedure of Example 7(1), the 4-tosyloxypropyl-N-(4-nitrophenyl)piperidine obtained in Example 11(2) was used instead of 4-tosyloxyethyl-N-(4-nitrophenyl)piperidine, thereby obtaining 4-[2-(1,2,3-triazol-1-yl)-propyl]-N-(4-aminophenyl)piperidine (69%) as a yellow solid. The solvent is C(Cl)(Cl)(Cl)Cl (carbon tetrachloride). Reaction SMILES: [Cl:1][CH2:2][C:3](=[O:14])[C:4]([CH3:13])([CH3:12])[CH:5](Cl)[CH2:6]C(Cl)(Cl)Cl.ClCC(=O)C(CC(Cl)(Cl)Cl)C(Cl)(C)C>C(Cl)(Cl)(Cl)Cl>[Cl:1][CH2:2][C:3](=[O:14])[C:4]([CH3:13])([CH3:12])[CH:5]=[CH2:6]. Starting materials: ClCC(C(C(CC(Cl)(Cl)Cl)Cl)(C)C)=O (1,4,6,6,6-pentachloro- 3,3-dimethyl-hexane-2-one), ClCC(C(C(C)(C)Cl)CC(Cl)(Cl)Cl)=O (1,4-dichloro-4-methyl-3-(2,2,2-trichloroethyl)-pentan-2-one). Product: ClCC(C(C=C)(C)C)=O (1-chloro-3,3-dimethyl-pent-4en-2-one). Reported procedure: The reaction is to be described as surprising, since the adduct mixture of 1,4,6,6,6-pentachloro- 3,3-dimethyl-hexane-2-one and 1,4-dichloro-4-methyl-3-(2,2,2-trichloroethyl)-pentan-2-one obtained from carbon tetrachloride and 1-chloro-3,3-dimethyl-pent-4en-2-one predominantly leads to cis-acids with bases (compare DE-OS (German Published Specification) 3,100,354 Example 4 and 5). Starting materials: C(C)OC(=O)C1=NC=2N(C(=C1)Cl)N=C(C2)C2=CC=CC=C2 (2-phenyl-7-chloro-pyrazolo-[1,5-a]-pyrimidine-5-carboxylic acid ethyl ester), C(C)OC(=O)C1=NC=2N(C=C1)N=CC2C2=CC(=CC=C2)Cl (3-(3-chlorophenyl)-pyrazolo-[1,5-a]-pyrimidine-5-carboxylic acid ethyl ester). Yields the product C1(=CC=CC=C1)C1=NN2C(N=C(C=C2)C(=O)O)=C1 (2-phenyl-pyrazolo-[1,5-a]-pyrimidine-5-carboxylic acid). Reaction SMILES: C([O:3][C:4]([C:6]1[CH:11]=[C:10](Cl)[N:9]2[N:13]=[C:14]([C:16]3[CH:21]=[CH:20][CH:19]=[CH:18][CH:17]=3)[CH:15]=[C:8]2[N:7]=1)=[O:5])C.C(OC(C1C=CN2N=CC(C3C=CC=C(Cl)C=3)=C2N=1)=O)C>>[C:16]1([C:14]2[CH:15]=[C:8]3[N:7]=[C:6]([C:4]([OH:5])=[O:3])[CH:11]=[CH:10][N:9]3[N:13]=2)[CH:17]=[CH:18][CH:19]=[CH:20][CH:21]=1. Procedure: This compound was synthesized from 2-phenyl-7-chloro-pyrazolo-[1,5-a]-pyrimidine-5-carboxylic acid ethyl ester, according to the process for synthesizing the foregoing 3-(3-chlorophenyl)-pyrazolo-[1,5-a]-pyrimidine-5-carboxylic acid ethyl ester.